Task: describe an organic reaction: reactants, conditions, products, and yield. Dataset: the Open Reaction Database (ORD), a public repository of structured organic reaction records Starting materials: ice water, C1(=CC=CC=C1)C(N1S(=O)(=O)C2=CC=CC=C2C1=O)Cl (2-(phenyl-chloromethyl)saccharin), [Na] (sodium), C1(=CC=CC=C1)N1N=NN=C1S (1-phenyl-5-mercaptotetrazole). Run in CN(C)C=O (DMF). Yields the product C1(=CC=CC=C1)C1(CC=CC=C1)C(N1S(=O)(=O)C2=CC=CC=C2C1=O)SC1=NN=NN1 (2-(1-phenyl-1H-tetrazol-5-ylthiophenylmethyl) saccharin). The yield is 63.0%. As a reaction SMILES: [C:1]1([CH:7](Cl)[N:8]2[C:18](=[O:19])[C:17]3[C:12](=[CH:13][CH:14]=[CH:15][CH:16]=3)[S:9]2(=[O:11])=[O:10])[CH:6]=[CH:5][CH:4]=[CH:3][CH:2]=1.[Na].C1([N:28]2[C:32]([SH:33])=[N:31][N:30]=[N:29]2)C=CC=CC=1>CN(C=O)C>[C:1]1([C:1]2([CH:7]([S:33][C:32]3[NH:31][N:30]=[N:29][N:28]=3)[N:8]3[C:18](=[O:19])[C:17]4[C:12](=[CH:13][CH:14]=[CH:15][CH:16]=4)[S:9]3(=[O:10])=[O:11])[CH:2]=[CH:3][CH:4]=[CH:5][CH2:6]2)[CH:6]=[CH:5][CH:4]=[CH:3][CH:2]=1 |^1:20|. Reported procedure: A solution of 2.2 g (0.0071 mol) of 2-(phenyl-chloromethyl)saccharin and 1.4 g (0.0071 mol) of the sodium salt of 1-phenyl-5-mercaptotetrazole in 30 ml of DMF was heated at 55° for three and one half hours, then stirred at ambient temperature for about sixteen hours and poured into ice water containing dilute sodium bicarbonate. The solid which separated was collected, washed with water, air dried and chromatographed on silica gel, eluting with 98:2 MDC: diethyl ether, to give 2 g (63%) of 2-(1-... Starting materials: FC=1C=2C=C3N(C2C=CC1)COC1=C3N=C(C=C1)C=1C(=CC3=C(C(=C(O3)C=3C(=NC=CC3)OC)C(=O)NC)C1)N(S(=O)(=O)C)C (5-(11-fluoro-6H-pyrido[2′,3′:5,6][1,3]oxazino[3,4-a]indol-2-yl)-2-(2-methoxypyridin-3-yl)-N-methyl-6-(N-methylmethylsulfonamido)benzofuran-3-carboxamide), [Na+].[I-] (NaI). The solvent is CC(=O)O (HOAc). Conditions: temperature 100 celsius, time 5 hour. Product: FC=1C=2C=C3N(C2C=CC1)COC1=C3N=C(C=C1)C=1C(=CC3=C(C(=C(O3)C=3C(=NC=CC3)O)C(=O)NC)C1)N(S(=O)(=O)C)C (5-(11-fluoro-6H-pyrido[2′,3′:5,6][1,3]oxazino[3,4-a]indol-2-yl)-2-(2-hydroxypyridin-3-yl)-N-methyl-6-(N-methylmethylsulfonamido)benzofuran-3-carboxamide). Yield: 23.3%. RXN SMILES: [F:1][C:2]1[C:3]2[CH:4]=[C:5]3[C:14]4[N:15]=[C:16]([C:19]5[C:20]([N:40]([CH3:45])[S:41]([CH3:44])(=[O:43])=[O:42])=[CH:21][C:22]6[O:26][C:25]([C:27]7[C:28]([O:33]C)=[N:29][CH:30]=[CH:31][CH:32]=7)=[C:24]([C:35]([NH:37][CH3:38])=[O:36])[C:23]=6[CH:39]=5)[CH:17]=[CH:18][C:13]=4[O:12][CH2:11][N:6]3[C:7]=2[CH:8]=[CH:9][CH:10]=1.[Na+].[I-]>CC(O)=O>[F:1][C:2]1[C:3]2[CH:4]=[C:5]3[C:14]4[N:15]=[C:16]([C:19]5[C:20]([N:40]([CH3:45])[S:41]([CH3:44])(=[O:43])=[O:42])=[CH:21][C:22]6[O:26][C:25]([C:27]7[C:28]([OH:33])=[N:29][CH:30]=[CH:31][CH:32]=7)=[C:24]([C:35]([NH:37][CH3:38])=[O:36])[C:23]=6[CH:39]=5)[CH:17]=[CH:18][C:13]=4[O:12][CH2:11][N:6]3[C:7]=2[CH:8]=[CH:9][CH:10]=1 |f:1.2|. Reported procedure: A mixture of 5-(11-fluoro-6H-pyrido[2′,3′:5,6][1,3]oxazino[3,4-a]indol-2-yl)-2-(2-methoxypyridin-3-yl)-N-methyl-6-(N-methylmethylsulfonamido)benzofuran-3-carboxamide (45 mg, 0.07 mmol) and NaI (54 mg, 0.36 mmol) in HOAc (1 mL) was stirred at 100° C. under N2 for 5 h. After the reaction, it was extracted with EtOAc (10 mL×3) and Na2CO3 (a.q., 5 mL). The organic layer was washed with brine (5 mL×3), dried over aq. Na2SO4 and concentrated. The residue was purified by prep-HPLC to give 5-(11-fluoro-... Solvent: C(C)O (ethanol). Reactants: N (ammonia), COC1=CC=C(C=C1)C=1C(C=C(OC1)C(=O)OCC)=O (ethyl 5-(4-methoxyphenyl)-4-oxo-4H-pyran-2-carboxylate). As a reaction SMILES: [NH3:1].[CH3:2][O:3][C:4]1[CH:9]=[CH:8][C:7]([C:10]2[C:11](=[O:21])[CH:12]=[C:13]([C:16](OCC)=[O:17])[O:14][CH:15]=2)=[CH:6][CH:5]=1>C(O)C>[CH3:2][O:3][C:4]1[CH:9]=[CH:8][C:7]([C:10]2[C:11](=[O:21])[CH:12]=[C:13]([C:16]([NH2:1])=[O:17])[O:14][CH:15]=2)=[CH:6][CH:5]=1. Reaction conditions: time 30 minute. The product is COC1=CC=C(C=C1)C=1C(C=C(OC1)C(=O)N)=O (5-(4-Methoxyphenyl)-4-oxo-4H-pyran-2-carboxamide). Procedure details: Cold concentrated ammonia solution (30%, 80 ml) was added to a stirred suspension of ethyl 5-(4-methoxyphenyl)-4-oxo-4H-pyran-2-carboxylate (12.4 g) in ethanol (120 ml) at 5°-10° C. The mixture was stirred for a further 30 minutes at 0°-5° C. then the solid title product was washed with water and dried (mp 262°-263° C. with decomposition). The reactants are C(C1=CC=CC=C1)N(C=1C(=C(C=CC1)NS(=O)(=O)C)C)CC1=CC=C(C=C1)OC1=CC(=CC=C1)OCCCBr (N-[3-(benzyl{4-[3-(3-bromopropoxy)phenoxy]benzyl}amino)-2-methylphenyl]methanesulfonamide), N1CCOCC1 (morpholine). Reported procedure: The product from Example 72D and morpholine were processed as described in Example 72E to provide the title compound. 1H NMR (300 MHz, CDCl3) δ7.10-7.30 (m, 11 H), 6.86 (d, 2 H), 6.63 (d, 1 H), 6.55 (m, 2 H), 6.33 (t, 1 H), 4.31 (s, 2 H), 4.28 (s, 2 H), 4.00 (m, 6 H), 3.65 (m, 2 H), 3.25 (m, 2 H), 2.95 (m, 2 H), 2.85 (s, 3 H), 2.25 (m, 2 H), 2.17 (s, 3 H); MS (ESI+) m/z 616 (M+H)+. RXN SMILES: [CH2:1]([N:8]([CH2:21][C:22]1[CH:27]=[CH:26][C:25]([O:28][C:29]2[CH:34]=[CH:33][CH:32]=[C:31]([O:35][CH2:36][CH2:37][CH2:38]Br)[CH:30]=2)=[CH:24][CH:23]=1)[C:9]1[C:10]([CH3:20])=[C:11]([NH:15][S:16]([CH3:19])(=[O:18])=[O:17])[CH:12]=[CH:13][CH:14]=1)[C:2]1[CH:7]=[CH:6][CH:5]=[CH:4][CH:3]=1.[NH:40]1[CH2:45][CH2:44][O:43][CH2:42][CH2:41]1>>[CH2:1]([N:8]([CH2:21][C:22]1[CH:27]=[CH:26][C:25]([O:28][C:29]2[CH:34]=[CH:33][CH:32]=[C:31]([O:35][CH2:36][CH2:37][CH2:38][N:40]3[CH2:45][CH2:44][O:43][CH2:42][CH2:41]3)[CH:30]=2)=[CH:24][CH:23]=1)[C:9]1[C:10]([CH3:20])=[C:11]([NH:15][S:16]([CH3:19])(=[O:18])=[O:17])[CH:12]=[CH:13][CH:14]=1)[C:2]1[CH:7]=[CH:6][CH:5]=[CH:4][CH:3]=1. Product: C(C1=CC=CC=C1)N(C=1C(=C(C=CC1)NS(=O)(=O)C)C)CC1=CC=C(C=C1)OC1=CC(=CC=C1)OCCCN1CCOCC1 (N-[3-(benzyl{4-[3-(3-morpholin-4-ylpropoxy)phenoxy]benzyl}amino)-2-methylphenyl]methanesulfonamide). Reactants: B1C2CCCC1CCC2 (9-BBN), C(C=C)C=1N=[N+](C2=C(N1)C=C1CC(CC1=C2)CO[Si](C)(C)C(C)(C)C)[O-] (3-Allyl-7-({[tert-butyl(dimethyl)silyl]oxy}methyl)-7,8-dihydro-6H-indeno[5,6-e][1,2,4]triazine 1-Oxide), C(C)(=O)[O-].[Na+] (sodium acetate), OO (H2O2). Solvent: C1CCOC1 (THF), C1CCOC1 (THF), CO (MeOH). Conditions: temperature 20 celsius, time 30 minute. Product: [Si](C)(C)(C(C)(C)C)OCC1CC2=CC3=C(N=C(N=[N+]3[O-])CCCO)C=C2C1 (3-[7-({[tert-Butyl(dimethyl)silyl]oxy}methyl)-1-oxido-7,8-dihydro-6H-indeno[5,6-e][1,2,4]triazin-3-yl]-1-propanol). The yield is 49.4%. RXN SMILES: B1C2CCCC1CCC2.[CH2:10]([C:13]1[N:14]=[N+:15]([O-:35])[C:16]2[CH:25]=[C:24]3[C:20]([CH2:21][CH:22]([CH2:26][O:27][Si:28]([C:31]([CH3:34])([CH3:33])[CH3:32])([CH3:30])[CH3:29])[CH2:23]3)=[CH:19][C:17]=2[N:18]=1)[CH:11]=[CH2:12].C([O-])(=[O:38])C.[Na+].OO>C1COCC1.CO>[Si:28]([O:27][CH2:26][CH:22]1[CH2:21][C:20]2[C:24](=[CH:25][C:16]3[N+:15]([O-:35])=[N:14][C:13]([CH2:10][CH2:11][CH2:12][OH:38])=[N:18][C:17]=3[CH:19]=2)[CH2:23]1)([C:31]([CH3:34])([CH3:33])[CH3:32])([CH3:29])[CH3:30] |f:2.3|. Procedure details: A solution of 9-BBN (0.5 M, 32.5 mL, 16.3 mmol) in THF was added to a stirred solution of alkene 137 (4.02 g, 10.8 mmol) in THF (50 mL) at 20° C. under N2 and the mixture was stirred at 20° C. for 30 min. The mixture was cooled to 0° C., a solution of sodium acetate (3 M, 25 mL, 75 mmol) and then H2O2 (70%, 25 mL, 468 mmol) were added carefully and stirred for 10 min. MeOH (100 mL) was added and the mixture stirred at 20° C. for 20 min. The mixture was partitioned between aqueous Na2CO3 solution... Reactants: C(C)OC(CCCN1[C@@H](CCC1)COC1=CC=C(C=C1)OC1=CC=C(C=C1)C)=O (4-[(S)-2-(4-p-Tolyloxy-phenoxymethyl)-pyrrolidin-1-yl]-butyric acid ethyl ester), Cl (HCl). Solvent: O1CCOCC1 (Dioxane). Reaction conditions: temperature 60 celsius. The product is Cl.C1(=CC=C(C=C1)OC1=CC=C(OC[C@H]2N(CCC2)CCCC(=O)O)C=C1)C (4-[(S)-2-(4-p-Tolyloxy-phenoxymethyl)-pyrrolidin-1-yl]-butyric acid HCl). Isolated yield 97.0%. Reaction SMILES: C([O:3][C:4](=[O:29])[CH2:5][CH2:6][CH2:7][N:8]1[CH2:12][CH2:11][CH2:10][C@H:9]1[CH2:13][O:14][C:15]1[CH:20]=[CH:19][C:18]([O:21][C:22]2[CH:27]=[CH:26][C:25]([CH3:28])=[CH:24][CH:23]=2)=[CH:17][CH:16]=1)C.[ClH:30]>O1CCOCC1>[ClH:30].[C:25]1([CH3:28])[CH:24]=[CH:23][C:22]([O:21][C:18]2[CH:19]=[CH:20][C:15]([O:14][CH2:13][C@@H:9]3[CH2:10][CH2:11][CH2:12][N:8]3[CH2:7][CH2:6][CH2:5][C:4]([OH:29])=[O:3])=[CH:16][CH:17]=2)=[CH:27][CH:26]=1 |f:3.4|. Procedure details: 4-[(S)-2-(4-p-Tolyloxy-phenoxymethyl)-pyrrolidin-1-yl]-butyric acid ethyl ester (348 mg, 0.875 mmol) was taken into a mixture of concentrated HCl and Dioxane (1:1, 3 mL). The reaction was heated at 60° C. for 5 h. The reaction was concentrated to dryness under vacuum, and then dried in a vacuum oven at 50° C. for 12 h. The title product (346 mg, 0.853, 97% yield) MS; m/z 405.92, found 370 (M-35HCl); 1H NMR (400 MHz, DMSO-d6) δ1.78-1.8 (m, 2H), 1.90-2.05 (m, 3H), 2.21-2.26 (m, 1H), 2.27 (s, 3H), ... The reactants are NC1=CC=2C=3C4=C(C(=CC3NC2C=C1)C1=C(C=CC=C1)Cl)C(NC4=O)=O (9-Amino-4-(2-chlorophenyl)pyrrolo[3,4-c]carbazole-1,3(2H,6H)-dione), C(=O)O (formic acid). Product: ClC1=C(C=CC=C1)C1=CC=2NC=3C=CC(=CC3C2C2=C1C(NC2=O)=O)NC=O (4-(2-Chlorophenyl)-1,3-dioxo-1,2,3,6-tetrahydropyrrolo[3,4-c]carbazol-9-ylformamide). Yield: 54.0%. RXN SMILES: [NH2:1][C:2]1[CH:14]=[CH:13][C:12]2[NH:11][C:10]3[CH:9]=[C:8]([C:15]4[CH:20]=[CH:19][CH:18]=[CH:17][C:16]=4[Cl:21])[C:7]4[C:22](=[O:26])[NH:23][C:24](=[O:25])[C:6]=4[C:5]=3[C:4]=2[CH:3]=1.[CH:27](O)=[O:28]>>[Cl:21][C:16]1[CH:17]=[CH:18][CH:19]=[CH:20][C:15]=1[C:8]1[C:7]2[C:22](=[O:26])[NH:23][C:24](=[O:25])[C:6]=2[C:5]2[C:4]3[CH:3]=[C:2]([NH:1][CH:27]=[O:28])[CH:14]=[CH:13][C:12]=3[NH:11][C:10]=2[CH:9]=1. Procedure: Amine (919) prepared as described in example 467 and formic acid were reacted using the procedure described in example 468 with a reaction time of 4 h to give the formamide (921) (54%) as a yellow powder, mp 293–297° C. 1H NMR δ [(CD3)2SO] 12.11 (s, 0.5H), 12.08 (s, 1H), 11.12 (s, 0.5H), 11.08 (s, 1H), 10.34 (s, 1H), 10.30 (s, 0.5H), 9.03 (d, J=1.9 Hz, 1H), 8.69 (m, 0.5H), 8.31 (d, J=1.8 Hz, 1.5H) 7.92 (dd, J=8.8, 1.9 Hz, 1H) 7.42–7.65 (m, 9.5H). Found: C, 64.78; H, 3.53; N, 9.96. C21H12ClN3O3.1...